The task is: describe an organic reaction: reactants, conditions, products, and yield. This data is from the Open Reaction Database (ORD), a public repository of structured organic reaction records. Starting materials: COC(=O)C=1N(C2=NC(=CC=C2C(C1C)=O)C(F)(F)F)C1=CC=CC=C1 (3-methyl-4-oxo-1-phenyl-7-trifluoromethyl-1,4-dihydro-[1,8]naphthyridine-2-carboxylic acid methyl ester), C1CC(=O)N(C1=O)Br (NBS), C(C1=CC=CC=C1)(=O)OOC(C1=CC=CC=C1)=O (benzoyl peroxide), C(Cl)(Cl)(Cl)Cl (carbon tetrachloride). The solvent is C(Cl)Cl (methylene chloride). Yields the product COC(=O)C=1N(C2=NC(=CC=C2C(C1CBr)=O)C(F)(F)F)C1=CC=CC=C1 (3-bromomethyl-4-oxo-1-phenyl-7-trifluoromethyl-1,4-dihydro-[1,8]naphthyridine-2-carboxylic acid methyl ester). Yield: 98.1%. As a reaction SMILES: [CH3:1][O:2][C:3]([C:5]1[N:6]([C:21]2[CH:26]=[CH:25][CH:24]=[CH:23][CH:22]=2)[C:7]2[C:12]([C:13](=[O:16])[C:14]=1[CH3:15])=[CH:11][CH:10]=[C:9]([C:17]([F:20])([F:19])[F:18])[N:8]=2)=[O:4].C1C(=O)N([Br:34])C(=O)C1.C(OOC(=O)C1C=CC=CC=1)(=O)C1C=CC=CC=1.C(Cl)(Cl)(Cl)Cl>C(Cl)Cl>[CH3:1][O:2][C:3]([C:5]1[N:6]([C:21]2[CH:26]=[CH:25][CH:24]=[CH:23][CH:22]=2)[C:7]2[C:12]([C:13](=[O:16])[C:14]=1[CH2:15][Br:34])=[CH:11][CH:10]=[C:9]([C:17]([F:18])([F:19])[F:20])[N:8]=2)=[O:4]. Procedure details: In a 50 mL pear-shaped flask, 3-methyl-4-oxo-1-phenyl-7-trifluoromethyl-1,4-dihydro-[1,8]naphthyridine-2-carboxylic acid methyl ester (0.45 g, 1.24 mmol), NBS (221 mg, 1.24 mmol) and benzoyl peroxide (60.2 mg, 0.248 mmol) were combined with carbon tetrachloride (12 mL) to give a light yellow suspension. The reaction mixture was refluxed for 2 hr. The reaction mixture was cooled, diluted with methylene chloride (50 mL), washed with saturated aqueous NaHCO3 (1×20 mL), and brine (1×20 mL). The orga... Product: Br.OC=1C=C(C=C(C1O)[N+](=O)[O-])C1=NC2=CC=CC=C2C=C1C(=O)C=1C(=NC2=CC=CC=C2C1)C1=CC(=C(C(=C1)[N+](=O)[O-])O)O (3,4-dihydroxy-5-nitrophenyl(3-quinolinyl)ketone hydrobromide). Reported procedure: 820 mg of 4-hydroxy-3-methoxy-5-nitrophenyl(3-quinolinyl)ketone are treated with 50 ml of 48 percent hydrobromic acid and held at the reflux temperature for 3 hours. After distillation of the hydrobromic acid at 50°, the residue is treated with 70 ml of hot water and the insoluble constituent is filtered under suction. There is obtained 3,4-dihydroxy-5-nitrophenyl(3-quinolinyl)ketone hydrobromide in the form of yellow crystals of m.p. 270° (dec.). Conditions: time 3 hour. Reactants: OC1=C(C=C(C=C1[N+](=O)[O-])C1=NC2=CC=CC=C2C=C1C(=O)C=1C(=NC2=CC=CC=C2C1)C1=CC(=C(C(=C1)[N+](=O)[O-])O)OC)OC (4-hydroxy-3-methoxy-5-nitrophenyl(3-quinolinyl)ketone), Br (hydrobromic acid). As a reaction SMILES: [OH:1][C:2]1[C:7]([N+:8]([O-:10])=[O:9])=[CH:6][C:5]([C:11]2[C:20]([C:21]([C:23]3[C:24]([C:33]4[CH:38]=[C:37]([N+:39]([O-:41])=[O:40])[C:36]([OH:42])=[C:35]([O:43]C)[CH:34]=4)=[N:25][C:26]4[C:31]([CH:32]=3)=[CH:30][CH:29]=[CH:28][CH:27]=4)=[O:22])=[CH:19][C:18]3[C:13](=[CH:14][CH:15]=[CH:16][CH:17]=3)[N:12]=2)=[CH:4][C:3]=1[O:45]C.[BrH:47]>>[BrH:47].[OH:45][C:3]1[CH:4]=[C:5]([C:11]2[C:20]([C:21]([C:23]3[C:24]([C:33]4[CH:38]=[C:37]([N+:39]([O-:41])=[O:40])[C:36]([OH:42])=[C:35]([OH:43])[CH:34]=4)=[N:25][C:26]4[C:31]([CH:32]=3)=[CH:30][CH:29]=[CH:28][CH:27]=4)=[O:22])=[CH:19][C:18]3[C:13](=[CH:14][CH:15]=[CH:16][CH:17]=3)[N:12]=2)[CH:6]=[C:7]([N+:8]([O-:10])=[O:9])[C:2]=1[OH:1] |f:2.3|. Starting materials: CC=1C=C(C=C(C1[N+](=O)[O-])C)O (3,5-dimethyl-4-nitrophenol), C(C1=CC=CC=C1)Cl (benzyl chloride), C(=O)([O-])[O-].[K+].[K+] (K2CO3). Run in CC(=O)C (acetone). The product is C(C1=CC=CC=C1)OC=1C=C(C(=C(C1)C)[N+](=O)[O-])C (5-benzyloxy-2-nitro-meta-xylene). Isolated yield 84.5%. RXN SMILES: [CH3:1][C:2]1[CH:3]=[C:4]([OH:12])[CH:5]=[C:6]([CH3:11])[C:7]=1[N+:8]([O-:10])=[O:9].[CH2:13](Cl)[C:14]1[CH:19]=[CH:18][CH:17]=[CH:16][CH:15]=1.C([O-])([O-])=O.[K+].[K+]>CC(C)=O>[CH2:13]([O:12][C:4]1[CH:5]=[C:6]([CH3:11])[C:7]([N+:8]([O-:10])=[O:9])=[C:2]([CH3:1])[CH:3]=1)[C:14]1[CH:19]=[CH:18][CH:17]=[CH:16][CH:15]=1 |f:2.3.4|. Reported procedure: A mixture of 3,5-dimethyl-4-nitrophenol (17.6 g), benzyl chloride (20.0 g) and anhydrous K2CO3 (13.2 g) in acetone (100 ml) is stirred under reflux for 22 hours. The reaction mixture is filtered and the precipitate washed with acetone. The acetone extract is concentrated in vacuo and the residue short path distilled (160°-170° C.; 50μ) to give 22.9 grams of an orange liquid which crystallized on standing. The reactants are [N+](=O)([O-])C=1C=C(C=O)C(=CC1)SC1=CC=CC=C1 (3-nitro-6-(phenylthio)-benzaldehyde), [BH4-].[Na+] (sodium borohydride). The solvent is O (water), C(C)O (ethanol). Run at time 6 hour. Yields the product [N+](=O)([O-])C=1C=C(CO)C(=CC1)SC1=CC=CC=C1 (3-nitro-6-(phenylthio)-benzyl alcohol). RXN SMILES: [N+:1]([C:4]1[CH:5]=[C:6]([C:9]([S:12][C:13]2[CH:18]=[CH:17][CH:16]=[CH:15][CH:14]=2)=[CH:10][CH:11]=1)[CH:7]=[O:8])([O-:3])=[O:2].[BH4-].[Na+]>C(O)C.O>[N+:1]([C:4]1[CH:5]=[C:6]([C:9]([S:12][C:13]2[CH:14]=[CH:15][CH:16]=[CH:17][CH:18]=2)=[CH:10][CH:11]=1)[CH2:7][OH:8])([O-:3])=[O:2] |f:1.2|. Procedure: 450 g of 3-nitro-6-(phenylthio)-benzaldehyde are suspended in 4 litres of ethanol and treated portionwise with 111 g of sodium borohydride. The mixture is stirred for a further 6 hours. The mixture is then diluted with 4 litres of water and extracted with ether. The organic solution is washed successively with water and aqueous sodium bicarbonate solution, dried over magnesium sulphate and evaporated under reduced pressure. The crude product is recrystallised from benzene/petroleum ether. There ... The reactants are ClC1=CC=C(C=C1)C=1OC(=C(N1)CC(=O)OCC)C (ethyl 2-[2-(4-chlorophenyl)-5-methyl-4-oxazolyl]acetate), CO (methanol), [OH-].[K+] (potassium hydroxide). Solvent: O (water). Yields the product ClC1=CC=C(C=C1)C=1OC(=C(N1)CC(=O)O)C (2-[2-(4-chlorophenyl)-5-methyl-4-oxazolyl]acetic acid). Isolated yield 83.4%. RXN SMILES: [Cl:1][C:2]1[CH:7]=[CH:6][C:5]([C:8]2[O:9][C:10]([CH3:19])=[C:11]([CH2:13][C:14]([O:16]CC)=[O:15])[N:12]=2)=[CH:4][CH:3]=1.CO.[OH-].[K+]>O>[Cl:1][C:2]1[CH:3]=[CH:4][C:5]([C:8]2[O:9][C:10]([CH3:19])=[C:11]([CH2:13][C:14]([OH:16])=[O:15])[N:12]=2)=[CH:6][CH:7]=1 |f:2.3|. Reported procedure: 2.0 g of ethyl 2-[2-(4-chlorophenyl)-5-methyl-4-oxazolyl]acetate, 15 ml of methanol, 5 ml of water and 0.8 g of potassium hydroxide are treated in the same manner as described in Example 8. 1.50 g of 2-[2-(4-chlorophenyl)-5-methyl-4-oxazolyl]acetic acid are thereby obtained. Yield: 83.3%. Reactants: Cn1c(C(=O)NC2CCCCC2C(=O)NC(C#N)Cc2ccc(O)cc2)cc2ccccc21, CI, [H-], [Na+], CN(C)C=O. Yields the product COc1ccc(CC(C#N)NC(=O)C2CCCCC2NC(=O)c2cc3ccccc3n2C)cc1. RXN SMILES: [C:1](#[N:2])[CH:3]([CH2:4][c:5]1[cH:6][cH:7][c:8]([OH:11])[cH:9][cH:10]1)[NH:12][C:13](=[O:14])[CH:15]1[CH:16]([NH:21][C:22](=[O:23])[c:24]2[n:25]([CH3:33])[c:26]3[cH:27][cH:28][cH:29][cH:30][c:31]3[cH:32]2)[CH2:17][CH2:18][CH2:19][CH2:20]1.[CH3:36][I:37].[H-:34].[Na+:35].[O:38]=[CH:39][N:40]([CH3:41])[CH3:42]>>[C:1](#[N:2])[CH:3]([CH2:4][c:5]1[cH:6][cH:7][c:8]([O:11][CH3:36])[cH:9][cH:10]1)[NH:12][C:13](=[O:14])[CH:15]1[CH:16]([NH:21][C:22](=[O:23])[c:24]2[n:25]([CH3:33])[c:26]3[cH:27][cH:28][cH:29][cH:30][c:31]3[cH:32]2)[CH2:17][CH2:18][CH2:19][CH2:20]1. Reactants: ONC(=N)C=1C=C(SC1)NC(OC(C)(C)C)=O (tert-Butyl [4-(N-Hydroxycarbamimidoyl)thiophen-2-yl]carbamate), ONC(=N)C=1C(=NOC1NC(OC(C)(C)C)=O)C (tert-Butyl [4-(N-Hydroxycarbamimidoyl)-3-methylisoxazol-5-yl]carbamate), ONC(=N)C=1C=C(SC1)NC(NCC(C)C)=O (3-[4-(N-Hydroxycarbamimidoyl)thiophen-2-yl]-1-isobutylurea), ClCC(=N)NO (2-Chloro-N-hydroxyacetamidine), ONC(=N)C=1C=C(C=CC1)NC(OC(C)(C)C)=O (tert-Butyl [3-(N-Hydroxycarbamimidoyl)phenyl]carbamate), C(C)C=1SC=CC1C(=N)NO (2-Ethyl-N-hydroxythiophene-3-carboxamidine), tert-butyl [5-(N-Hydroxycarbamimidoyl)-2-methylsulfanylthiazol-4-yl] carbamate, C(C)S(=O)(=O)NC1=CC(=CS1)C(=N)NO (5-Ethanesulfonylamino-N-hydroxythiophene-3-carboxamidine), CC=1SC=CC1C(=N)NO (2-Methyl-N-hydroxythiophene-3-carboxamidine), ONC(=N)C1=C(N=CN1COCC[Si](C)(C)C)NC(OC(C)(C)C)=O (tert-Butyl [5-(N-Hydroxycarbamimidoyl)-1-(2-trimethylsilylethoxymethyl)-1H-imidazol-4-yl]carbamate), ONC(=N)C=1N=CN(C1NC(OC(C)(C)C)=O)COCC[Si](C)(C)C (tert-Butyl [4-(N-Hydroxycarbamimidoyl)-1-(2-trimethylsilylethoxymethyl)-1H-imidazol-5-yl]carbamate), FC=1C=C(C(=N)NO)C=CC1C (3-Fluoro-N-hydroxy-4-methylbenzamidine). Yields the product C(C)(C)(C)OC(=O)NC1=C(C=NN1C)C(=N)NO (5-tert-Butyloxycarbonylamino-N-hydroxy-1-methyl-1H-pyrazole-4-carboxamidine). Reaction SMILES: ONC([C:5]1[CH:6]=[C:7]([NH:10][C:11](=[O:17])[O:12][C:13]([CH3:16])([CH3:15])[CH3:14])SC=1)=N.ONC(C1N(COCC[Si](C)(C)C)C=NC=1[NH:35][C:36](=O)OC(C)(C)C)=N.[OH:43][NH:44]C(C1N=CN(COCC[Si](C)(C)C)C=1NC(=O)OC(C)(C)C)=N.O[NH:69][C:70](C1C(C)=NOC=1NC(=O)OC(C)(C)C)=N.O[NH:87]C(C1C=C(NC(=O)OC(C)(C)C)C=CC=1)=N.FC1C=C(C=CC=1C)C(NO)=N.CC1SC=CC=1C(NO)=N.C(C1SC=CC=1C(NO)=N)C.C(S(NC1SC=C(C(NO)=N)C=1)(=O)=O)C.ONC(C1C=C(NC(=O)NCC(C)C)SC=1)=N.ClCC(NO)=N>>[C:13]([O:12][C:11]([NH:10][C:7]1[N:35]([CH3:36])[N:69]=[CH:70][C:6]=1[C:5]([NH:44][OH:43])=[NH:87])=[O:17])([CH3:14])([CH3:15])[CH3:16]. Reported procedure: tert-Butyl [4-(N-Hydroxycarbamimidoyl)thiophen-2-yl]carbamate; tert-Butyl [5-(N-Hydroxycarbamimidoyl)-1-(2-trimethylsilylethoxymethyl)-1H-imidazol-4-yl]carbamate; tert-Butyl [4-(N-Hydroxycarbamimidoyl)-1-(2-trimethylsilylethoxymethyl)-1H-imidazol-5-yl]carbamate; tert-Butyl [4-(N-Hydroxycarbamimidoyl)-3-methylisoxazol-5-yl]carbamate; tert-Butyl [3-(N-Hydroxycarbamimidoyl)phenyl]carbamate; 3-Fluoro-N-hydroxy-4-methylbenzamidine; 2-Methyl-N-hydroxythiophene-3-carboxamidine; 2-Ethyl-N-hydroxythiophe...